From a dataset of the Open Reaction Database (ORD), a public repository of structured organic reaction records. describe an organic reaction: reactants, conditions, products, and yield RXN SMILES: [CH3:13][CH2:14][OH:15].[CH3:1][c:2]1[c:3]([C:7](=[O:8])[OH:9])[n:4][cH:5][nH:6]1.[NH2:11][NH2:12].[OH2:10]>>[CH3:1][c:2]1[c:3]([C:7](=[O:9])[NH:11][NH2:12])[n:4][cH:5][nH:6]1. The reactants are CCO, Cc1[nH]cnc1C(=O)O, NN, O. Yields the product Cc1[nH]cnc1C(=O)NN. Reactants: NC1=C(C(=NC=N1)N[C@@H](C)C1=NN2C(C(N1C1=CC=CC=C1)=O)=C(C=C2)C)Br ((S)-2-(1-((6-Amino-5-bromopyrimidin-4-yl)amino)ethyl)-5-methyl-3-phenylpyrrolo[2,1-f][1,2,4]triazin-4(3H)-one), CC1(OB(OC1(C)C)C=1C=NC=C(C1)C(F)(F)F)C (3-(4,4,5,5-tetramethyl-1,3,2-dioxaborolan-2-yl)-5-(trifluoromethyl)pyridine), C([O-])([O-])=O.[Na+].[Na+] (sodium carbonate). Yields the product NC1=C(C(=NC=N1)N[C@@H](C)C1=NN2C(C(N1C1=CC=CC=C1)=O)=C(C=C2)C)C=2C=NC=C(C2)C(F)(F)F ((S)-2-(1-((6-Amino-5-(5-(trifluoromethyl)pyridin-3-yl)pyrimidin-4-yl)amino)ethyl)-5-methyl-3-phenylpyrrolo[2,1-f][1,2,4]triazin-4(3H)-one). The yield is 38.4%. Reaction SMILES: [NH2:1][C:2]1[N:7]=[CH:6][N:5]=[C:4]([NH:8][C@H:9]([C:11]2[N:16]([C:17]3[CH:22]=[CH:21][CH:20]=[CH:19][CH:18]=3)[C:15](=[O:23])[C:14]3=[C:24]([CH3:27])[CH:25]=[CH:26][N:13]3[N:12]=2)[CH3:10])[C:3]=1Br.CC1(C)C(C)(C)OB([C:37]2[CH:38]=[N:39][CH:40]=[C:41]([C:43]([F:46])([F:45])[F:44])[CH:42]=2)O1.C(=O)([O-])[O-].[Na+].[Na+]>>[NH2:1][C:2]1[N:7]=[CH:6][N:5]=[C:4]([NH:8][C@H:9]([C:11]2[N:16]([C:17]3[CH:22]=[CH:21][CH:20]=[CH:19][CH:18]=3)[C:15](=[O:23])[C:14]3=[C:24]([CH3:27])[CH:25]=[CH:26][N:13]3[N:12]=2)[CH3:10])[C:3]=1[C:37]1[CH:38]=[N:39][CH:40]=[C:41]([C:43]([F:46])([F:45])[F:44])[CH:42]=1 |f:2.3.4|. Procedure details: (S)-2-(1-((6-Amino-5-bromopyrimidin-4-yl)amino)ethyl)-5-methyl-3-phenylpyrrolo[2,1-f][1,2,4]triazin-4(3H)-one (83 mg, 0.19 mmol) was treated with 3-(4,4,5,5-tetramethyl-1,3,2-dioxaborolan-2-yl)-5-(trifluoromethyl)pyridine (130 mg, 0.47 mmol, prepared according to J. Aebi et al US 20090048238 19 Feb. 2009), sodium carbonate (2M, 350 μl, 0.70 mmol) and 1,1′-bis(diphenylphosphino)ferrocene-palladium(II)dichloride dichloromethane complex (15 mg, 0.02 mmol) according to the method described in Exampl... The reactants are NNc1c(Cl)cc(Cl)cc1Cl, CCOC(=O)C(=O)CC, O, c1ccccc1. Product: CCOC(=O)C(CC)=NNc1c(Cl)cc(Cl)cc1Cl. As a reaction SMILES: [Cl:10][c:11]1[c:12]([NH:19][NH2:20])[c:13]([Cl:18])[cH:14][c:15]([Cl:17])[cH:16]1.[O:1]=[C:2]([C:3](=[O:4])[O:5][CH2:6][CH3:7])[CH2:8][CH3:9].[OH2:27].[cH:21]1[cH:22][cH:23][cH:24][cH:25][cH:26]1>>[C:2]([C:3](=[O:4])[O:5][CH2:6][CH3:7])([CH2:8][CH3:9])=[N:20][NH:19][c:12]1[c:11]([Cl:10])[cH:16][c:15]([Cl:17])[cH:14][c:13]1[Cl:18]. Starting materials: crude product, C(C)(C)(C)OC(NC1=C(C=C(C(=C1)C)Cl)N)=O ((2-amino-4-chloro-5-methyl-phenyl)-carbamic acid tert-butyl ester), C(C)(C)(C)OC(CC(=O)C1=CC(=NC=C1)C=1C=NC=CC1)=O (3-[2,3′]bipyridinyl-4-yl-3-oxo-propionic acid tert-butyl ester). Product: N1=C(C=C(C=C1)C1=NC2=C(NC(C1)=O)C=C(C(=C2)C)Cl)C=2C=NC=CC2 (4-[2,3′]Bipyridinyl-4-yl-8-chloro-7-methyl-1,3-dihydro-benzo[b][1,4]diazepin-2-one), solid. As a reaction SMILES: C(OC(=O)[NH:7][C:8]1[CH:13]=[C:12]([CH3:14])[C:11]([Cl:15])=[CH:10][C:9]=1[NH2:16])(C)(C)C.C(O[C:23](=[O:39])[CH2:24][C:25]([C:27]1[CH:32]=[CH:31][N:30]=[C:29]([C:33]2[CH:34]=[N:35][CH:36]=[CH:37][CH:38]=2)[CH:28]=1)=O)(C)(C)C>>[N:30]1[CH:31]=[CH:32][C:27]([C:25]2[CH2:24][C:23](=[O:39])[NH:16][C:9]3[CH:10]=[C:11]([Cl:15])[C:12]([CH3:14])=[CH:13][C:8]=3[N:7]=2)=[CH:28][C:29]=1[C:33]1[CH:34]=[N:35][CH:36]=[CH:37][CH:38]=1. Procedure details: The title compound was prepared from (2-amino-4-chloro-5-methyl-phenyl)-carbamic acid tert-butyl ester (Example J22) (102 mg, 0.4 mmol) and 3-[2,3′]bipyridinyl-4-yl-3-oxo-propionic acid tert-butyl ester (Example K57) (119 mg, 0.4 mmol) according to the general procedure M and subsequent treatment of the crude product according to the general procedure N. Obtained as a light yellow solid (120 mg). Reactants: N1CCC(CC1)CCC(=O)C=1C=C2CCC(N3C2=C(C1)CC3)=O (8-[3-(4-piperidinyl)propanoyl]-1,2,5,6-tetrahydro-4H-pyrrolo[3,2,1-ij]quinolin-4-one), BrCCC1=CC(=CC=C1)Cl (1-(2-bromoethyl)-3-chlorobenzene). The product is Cl.ClC=1C=C(C=CC1)CCN1CCC(CC1)CCC(=O)C=1C=C2CCC(N3C2=C(C1)CC3)=O (8-(3-[1-[2-(3-Chlorophenyl)ethyl]-4-piperidinyl]propanoyl)-1,2,5,6-tetrahydro-4H-pyrrolo[3,2,1-ij]quinolin-4-one hydrochloride). Yield: 84.3%. As a reaction SMILES: [NH:1]1[CH2:6][CH2:5][CH:4]([CH2:7][CH2:8][C:9]([C:11]2[CH:12]=[C:13]3[C:18]4=[C:19]([CH2:21][CH2:22][N:17]4[C:16](=[O:23])[CH2:15][CH2:14]3)[CH:20]=2)=[O:10])[CH2:3][CH2:2]1.Br[CH2:25][CH2:26][C:27]1[CH:32]=[CH:31][CH:30]=[C:29]([Cl:33])[CH:28]=1>>[ClH:33].[Cl:33][C:29]1[CH:28]=[C:27]([CH2:26][CH2:25][N:1]2[CH2:2][CH2:3][CH:4]([CH2:7][CH2:8][C:9]([C:11]3[CH:12]=[C:13]4[C:18]5=[C:19]([CH2:21][CH2:22][N:17]5[C:16](=[O:23])[CH2:15][CH2:14]4)[CH:20]=3)=[O:10])[CH2:5][CH2:6]2)[CH:32]=[CH:31][CH:30]=1 |f:2.3|. Reported procedure: Using 8-[3-(4-piperidinyl)propanoyl]-1,2,5,6-tetrahydro-4H-pyrrolo[3,2,1-ij]quinolin-4-one (500 mg) and 1-(2-bromoethyl)-3-chlorobenzene (394 mg) according to the same method as that of Example 81, the title compound (369 mg) was obtained as colorless crystals having a melting point of 223 to 225° C.